This data is from the Open Reaction Database (ORD), a public repository of structured organic reaction records. The task is: describe an organic reaction: reactants, conditions, products, and yield The reactants are C(C1=CC=CC=C1)OC1=C2CCCC(C2=CC=C1)C(=O)N(CC=1C=NNC1)C1=CC=C(C=C1)OC (5-benzyloxy-N-(4-methoxyphenyl)-N-[(pyrazol-4-yl)methyl]-1,2,3,4-tetrahydronaphthalene-1-carboxamide), BrCC1CCCCC1 ((bromomethyl)cyclohexane). The product is C(C1=CC=CC=C1)OC1=C2CCCC(C2=CC=C1)C(=O)N(C1=CC=C(C=C1)OC)CC=1C=NN(C1)CC1CCCCC1 (5-benzyloxy-N-{[1-(cyclohexylmethyl)pyrazol-4-yl]methyl}-N-(4-methoxyphenyl)-1,2,3,4-tetrahydronaphthalene-1-carboxamide). As a reaction SMILES: [CH2:1]([O:8][C:9]1[CH:18]=[CH:17][CH:16]=[C:15]2[C:10]=1[CH2:11][CH2:12][CH2:13][CH:14]2[C:19]([N:21]([C:28]1[CH:33]=[CH:32][C:31]([O:34][CH3:35])=[CH:30][CH:29]=1)[CH2:22][C:23]1[CH:24]=[N:25][NH:26][CH:27]=1)=[O:20])[C:2]1[CH:7]=[CH:6][CH:5]=[CH:4][CH:3]=1.Br[CH2:37][CH:38]1[CH2:43][CH2:42][CH2:41][CH2:40][CH2:39]1>>[CH2:1]([O:8][C:9]1[CH:18]=[CH:17][CH:16]=[C:15]2[C:10]=1[CH2:11][CH2:12][CH2:13][CH:14]2[C:19]([N:21]([CH2:22][C:23]1[CH:27]=[N:26][N:25]([CH2:37][CH:38]2[CH2:43][CH2:42][CH2:41][CH2:40][CH2:39]2)[CH:24]=1)[C:28]1[CH:33]=[CH:32][C:31]([O:34][CH3:35])=[CH:30][CH:29]=1)=[O:20])[C:2]1[CH:3]=[CH:4][CH:5]=[CH:6][CH:7]=1. Reported procedure: By the reaction and treatment in the same manner as in Example 83 using 5-benzyloxy-N-(4-methoxyphenyl)-N-[(pyrazol-4-yl)methyl]-1,2,3,4-tetrahydronaphthalene-1-carboxamide (0.56 g) and (bromomethyl)cyclohexane (0.20 mL) as starting materials, 5-benzyloxy-N-{[1-(cyclohexylmethyl)pyrazol-4-yl]methyl}-N-(4-methoxyphenyl)-1,2,3,4-tetrahydronaphthalene-1-carboxamide (0.55 g) was obtained. By the reaction and treatment in the same manner as in Example 133 using this compound (0.45 g), N-{[1-(cyclohex...